From a dataset of the Open Reaction Database (ORD), a public repository of structured organic reaction records. describe an organic reaction: reactants, conditions, products, and yield The reactants are CCOCCn1c(N2CCCNCC2)nc2ccccc21, COc1cc(C(=O)N2CCC(CCOS(C)(=O)=O)(c3cccc(Cl)c3)C2)cc(OC)c1OC, CC#N, CCOC(C)=O, CCN(C(C)C)C(C)C, I. Yields the product CCOCCn1c(N2CCCN(CCC3(c4cccc(Cl)c4)CCN(C(=O)c4cc(OC)c(OC)c(OC)c4)C3)CC2)nc2ccccc21. As a reaction SMILES: [CH2:35]([CH3:36])[O:37][CH2:38][CH2:39][n:40]1[c:41]([N:49]2[CH2:50][CH2:51][NH:52][CH2:53][CH2:54][CH2:55]2)[n:42][c:43]2[c:44]1[cH:45][cH:46][cH:47][cH:48]2.[CH3:1][O:2][c:3]1[cH:4][c:5]([C:6](=[O:7])[N:8]2[CH2:9][C:10]([CH2:13][CH2:14][O:15][S:16]([CH3:17])(=[O:18])=[O:19])([c:20]3[cH:21][c:22]([Cl:26])[cH:23][cH:24][cH:25]3)[CH2:11][CH2:12]2)[cH:27][c:28]([O:32][CH3:33])[c:29]1[O:30][CH3:31].[CH3:65][C:66]#[N:67].[CH3:68][CH2:69][O:70][C:71](=[O:72])[CH3:73].[CH:56]([N:57]([CH2:58][CH3:59])[CH:60]([CH3:61])[CH3:62])([CH3:63])[CH3:64].[IH:34]>>[CH3:1][O:2][c:3]1[cH:4][c:5]([C:6](=[O:7])[N:8]2[CH2:9][C:10]([CH2:13][CH2:14][N:52]3[CH2:51][CH2:50][N:49]([c:41]4[n:40]([CH2:39][CH2:38][O:37][CH2:35][CH3:36])[c:44]5[c:43]([n:42]4)[cH:48][cH:47][cH:46][cH:45]5)[CH2:55][CH2:54][CH2:53]3)([c:20]3[cH:21][c:22]([Cl:26])[cH:23][cH:24][cH:25]3)[CH2:11][CH2:12]2)[cH:27][c:28]([O:32][CH3:33])[c:29]1[O:30][CH3:31]. Reactants: BrC=1C=NC(=NC1)I (5-Bromo-2-iodopyrimidine), FC1=C(C=CC(=C1F)OCCCCCCCC)C1=NC=C(C=N1)Br (2-(2',3'-Difluoro-4'-octyloxyphenyl)-5-bromopyrimidine), FC(C1=CC=C(C=C1)B(O)O)(F)F (4-(trifluoromethyl)phenylboronic acid), C([O-])([O-])=O.[Na+].[Na+] (sodium carbonate). Reagents/catalysts: C=1C=CC(=CC1)[P](C=2C=CC=CC2)(C=3C=CC=CC3)[Pd]([P](C=4C=CC=CC4)(C=5C=CC=CC5)C=6C=CC=CC6)([P](C=7C=CC=CC7)(C=8C=CC=CC8)C=9C=CC=CC9)[P](C=1C=CC=CC1)(C=1C=CC=CC1)C=1C=CC=CC1 (tetrakis(triphenylphosphine)palladium). Run in COCCOC (DME). Product: FC(C1=CC=C(C=C1)C1=NC=C(C=N1)Br)(F)F (2-[4'-(Trifluoromethyl)phenyl]-5-bromopyrimidine). The yield is 56.3%. As a reaction SMILES: [Br:1][C:2]1[CH:3]=[N:4][C:5](I)=[N:6][CH:7]=1.[F:9][C:10]([F:21])([F:20])[C:11]1[CH:16]=[CH:15][C:14](B(O)O)=[CH:13][CH:12]=1.C(=O)([O-])[O-].[Na+].[Na+].FC1C(F)=C(OCCCCCCCC)C=CC=1C1N=CC(Br)=CN=1>C1C=CC([P]([Pd]([P](C2C=CC=CC=2)(C2C=CC=CC=2)C2C=CC=CC=2)([P](C2C=CC=CC=2)(C2C=CC=CC=2)C2C=CC=CC=2)[P](C2C=CC=CC=2)(C2C=CC=CC=2)C2C=CC=CC=2)(C2C=CC=CC=2)C2C=CC=CC=2)=CC=1.COCCOC>[F:9][C:10]([F:21])([F:20])[C:11]1[CH:16]=[CH:15][C:14]([C:5]2[N:4]=[CH:3][C:2]([Br:1])=[CH:7][N:6]=2)=[CH:13][CH:12]=1 |f:2.3.4,^1:55,57,76,95|. Procedure details: --Quantities: 5-bromo-2-iodopyrimidine 2 (2.64 g, 9.26 mmol), 4-(trifluoromethyl)phenylboronic acid 9 (2.29 g, 12.0 mmol), tetrakis(triphenylphosphine)palladium (53 mg, 0.046 mmol), DME (50 ml), 2M aqueous sodium carbonate (50 ml). The experimental procedure was as described for compound 4 to yield the trifluoromethylphenylpyrimidine 10 (1.58 g, 56%) (from MeOH), m.p. 167° C.; νmax /cm-1 (KBr) 1530, 1420, 1320s, 1165, 1120, 1070 and 1010; δ 7.74 (2H, d, J 8, 3'- and 5'-H), 8.52 (2H, d, J 8, 2'- ... Starting materials: ClCCl, CCCCSc1ccc(C(=O)OC)nc1, O=C(OO)c1cccc(Cl)c1. Product: CCCCS(=O)c1ccc(C(=O)OC)nc1. RXN SMILES: [CH2:27]([Cl:28])[Cl:29].[CH3:1][O:2][C:3](=[O:4])[c:5]1[n:6][cH:7][c:8]([S:11][CH2:12][CH2:13][CH2:14][CH3:15])[cH:9][cH:10]1.[Cl:16][c:17]1[cH:18][cH:19][cH:20][c:21]([C:22]([O:23][OH:25])=[O:24])[cH:26]1>>[CH3:1][O:2][C:3](=[O:4])[c:5]1[n:6][cH:7][c:8]([S:11]([CH2:12][CH2:13][CH2:14][CH3:15])=[O:24])[cH:9][cH:10]1. Starting materials: NC=1C=C2CC(NC2=CC1)=O (5-aminoindolin-2-one), N1N=NC2=C1C=CC(=C2)C=O (1H-benzo[d][1,2,3]triazole-5-carbaldehyde), N1CCCCC1 (piperidine). The solvent is CCO (EtOH). Reaction conditions: temperature 90 celsius. Yields the product N1N=NC2=C1C=CC(=C2)\C=C/2\C(NC1=CC=C(C=C21)N)=O ((E)-3-((1H-benzo[d][1,2,3]triazol-5-yl)methylene)-5-aminoindolin-2-one). Yield: 20.4%. Reaction SMILES: [NH2:1][C:2]1[CH:3]=[C:4]2[C:8](=[CH:9][CH:10]=1)[NH:7][C:6](=[O:11])[CH2:5]2.[NH:12]1[C:16]2[CH:17]=[CH:18][C:19]([CH:21]=O)=[CH:20][C:15]=2[N:14]=[N:13]1.N1CCCCC1>CCO>[NH:12]1[C:16]2[CH:17]=[CH:18][C:19](/[CH:21]=[C:5]3/[C:6](=[O:11])[NH:7][C:8]4[C:4]/3=[CH:3][C:2]([NH2:1])=[CH:10][CH:9]=4)=[CH:20][C:15]=2[N:14]=[N:13]1. Procedure details: A scintillation vial was charged with 5-aminoindolin-2-one (37 mg, 0.247 mmol), 1H-benzo[d][1,2,3]triazole-5-carbaldehyde (40 mg, 0.272 mmol), piperidine (2.5 uL, 0.025 mmol) and EtOH (2 mL). The reaction was then heated to 90° C. for 2 hrs. The EtOH was removed in vacuo and the residue loaded onto a silica gel column eluting with 92:8 CH2Cl2/MeOH to give 14 mg, 20% of a red solid. 1H NMR (400 MHz, d6-DMSO) δ 15.96 (bs, 1H), 10.15 (s, 1H), 8.21 (bs, 1H), 8.02 (bs, 1H), 7.73 (bs, 1H), 7.67 (s, 1H... Starting materials: COC(=O)CCNC(=O)c1ccc(N(Cc2ccc3c(c2)Cc2ccccc2-3)c2nc(-c3ccc(Cl)cc3)cs2)cc1, CC(=O)O, CCO, [Na+], [OH-], O. Yields the product O=C(O)CCNC(=O)c1ccc(N(Cc2ccc3c(c2)Cc2ccccc2-3)c2nc(-c3ccc(Cl)cc3)cs2)cc1. Reaction SMILES: [CH3:1][O:2][C:3]([CH2:4][CH2:5][NH:6][C:7]([c:8]1[cH:9][cH:10][c:11]([N:14]([CH2:15][c:16]2[cH:17][c:18]3[c:26]([cH:27][cH:28]2)-[c:25]2[c:20]([cH:21][cH:22][cH:23][cH:24]2)[CH2:19]3)[c:29]2[s:30][cH:31][c:32](-[c:34]3[cH:35][cH:36][c:37]([Cl:40])[cH:38][cH:39]3)[n:33]2)[cH:12][cH:13]1)=[O:41])=[O:42].[CH3:45][C:46](=[O:47])[OH:48].[CH3:50][CH2:51][OH:52].[Na+:44].[OH-:43].[OH2:49]>>[O:2]=[C:3]([CH2:4][CH2:5][NH:6][C:7]([c:8]1[cH:9][cH:10][c:11]([N:14]([CH2:15][c:16]2[cH:17][c:18]3[c:26]([cH:27][cH:28]2)-[c:25]2[c:20]([cH:21][cH:22][cH:23][cH:24]2)[CH2:19]3)[c:29]2[s:30][cH:31][c:32](-[c:34]3[cH:35][cH:36][c:37]([Cl:40])[cH:38][cH:39]3)[n:33]2)[cH:12][cH:13]1)=[O:41])[OH:42]. Starting materials: CON=C(Cl)c1ccccc1OCc1ccc(Cl)cc1Cl, [H-], [Na+], CN(C)C=O, c1c[nH]cn1. Product: CON=C(c1ccccc1OCc1ccc(Cl)cc1Cl)n1ccnc1. As a reaction SMILES: [CH3:8][O:9][N:10]=[C:11]([c:12]1[c:13]([O:18][CH2:19][c:20]2[c:21]([Cl:27])[cH:22][c:23]([Cl:26])[cH:24][cH:25]2)[cH:14][cH:15][cH:16][cH:17]1)[Cl:28].[H-:6].[Na+:7].[O:29]=[CH:30][N:31]([CH3:32])[CH3:33].[nH:1]1[cH:2][n:3][cH:4][cH:5]1>>[n:1]1([C:11](=[N:10][O:9][CH3:8])[c:12]2[c:13]([O:18][CH2:19][c:20]3[c:21]([Cl:27])[cH:22][c:23]([Cl:26])[cH:24][cH:25]3)[cH:14][cH:15][cH:16][cH:17]2)[cH:2][n:3][cH:4][cH:5]1.